describe an organic reaction: reactants, conditions, products, and yield From a dataset of the Open Reaction Database (ORD), a public repository of structured organic reaction records. Starting materials: COC(=O)C(COC(C)(C)C)NC(=O)OCc1ccccc1, CO. The product is COC(=O)C(N)COC(C)(C)C. As a reaction SMILES: [CH2:1]([O:2][C:3](=[O:4])[NH:11][CH:12]([C:13](=[O:14])[O:15][CH3:16])[CH2:17][O:18][C:19]([CH3:20])([CH3:21])[CH3:22])[c:5]1[cH:6][cH:7][cH:8][cH:9][cH:10]1.[CH3:23][OH:24]>>[NH2:11][CH:12]([C:13](=[O:14])[O:15][CH3:16])[CH2:17][O:18][C:19]([CH3:20])([CH3:21])[CH3:22]. Reactants: ClC1=C(C=C2C=CNC2=C1)B1OCC(CO1)(C)C (6-chloro-5-(5,5-dimethyl-1,3,2-dioxaborinan-2-yl)-1H-indole), CN(C)C=O (DMF), BrC1=CC=C(C=C1)C1CNC1 (3-(4-Bromophenyl)azetidine), C(=O)([O-])[O-].[K+].[K+] (K2CO3). Reagents/catalysts: C1=CC=C(C=C1)P([C-]2C=CC=C2)C3=CC=CC=C3.C1=CC=C(C=C1)P([C-]2C=CC=C2)C3=CC=CC=C3.Cl[Pd]Cl.[Fe+2] (Pd(dppf)Cl2). Run in O1CCOCC1 (dioxane). Reaction conditions: time 20 minute. Product: N1CC(C1)C1=CC=C(C=C1)C=1C=C2C(=CNC2=CC1Cl)C=O (5-[4-(azetidin-3-yl)phenyl]-6-chloro-1H-indole-3-carbaldehyde). Yield: 100.8%. As a reaction SMILES: [Cl:1][C:2]1[CH:10]=[C:9]2[C:5]([CH:6]=[CH:7][NH:8]2)=[CH:4][C:3]=1B1OCC(C)(C)CO1.CN(C=O)C.[C:24]([O-:27])([O-])=O.[K+].[K+].Br[C:31]1[CH:36]=[CH:35][C:34]([CH:37]2[CH2:40][NH:39][CH2:38]2)=[CH:33][CH:32]=1>O1CCOCC1.C1C=CC(P(C2C=CC=CC=2)[C-]2C=CC=C2)=CC=1.C1C=CC(P(C2C=CC=CC=2)[C-]2C=CC=C2)=CC=1.Cl[Pd]Cl.[Fe+2]>[NH:39]1[CH2:40][CH:37]([C:34]2[CH:35]=[CH:36][C:31]([C:3]3[CH:4]=[C:5]4[C:9](=[CH:10][C:2]=3[Cl:1])[NH:8][CH:7]=[C:6]4[CH:24]=[O:27])=[CH:32][CH:33]=2)[CH2:38]1 |f:2.3.4,7.8.9.10|. Procedure details: To a solution of 6-chloro-5-(5,5-dimethyl-1,3,2-dioxaborinan-2-yl)-1H-indole (80 mg, 0.30 mmol) in dioxane (2 mL) was added Vilsmeier salt (150 mg, mmol) and DMF (0.1 mL). The resulting mixture was stirred at room temperature for 20 min. The reaction was quenched with 2N K2CO3 (1.5 mL, 3.0 mmol). 3-(4-Bromophenyl)azetidine (64 mg, 0.30 mmol) and Pd(dppf)Cl2 (20 mg, 0.030 mmol) were next added, and then heated to 90° C. for 30 min. The reaction mixture was extracted with ethyl acetate (3 mL×3). T...